From a dataset of the Open Reaction Database (ORD), a public repository of structured organic reaction records. describe an organic reaction: reactants, conditions, products, and yield Reactants: ice water, C1(CCCCC1)C1=CC=C(C=C1)[N+](=O)[O-] (4-cyclohexyl-nitrobenzene), C1(CCCCC1)C1=C(C=CC=C1)[N+](=O)[O-] (cyclohexyl-nitrobenzene), ClCl (chlorine), [BH4-].[K+] (potassium borohydride). Reagents/catalysts: [Fe](Cl)(Cl)Cl (iron(III) chloride), [Cu]Cl (copper(I) chloride). The solvent is O (water). Conditions: time 15 minute. The product is ClC=1C=C(N)C=CC1C1CCCCC1 (3-Chloro-4-cyclohexylaniline). Reaction SMILES: [CH:1]1([C:7]2[CH:12]=[CH:11][C:10]([N+:13]([O-])=O)=[CH:9][CH:8]=2)[CH2:6][CH2:5][CH2:4][CH2:3][CH2:2]1.C1(C2C=CC=CC=2[N+]([O-])=O)CCCCC1.[Cl:31]Cl.[BH4-].[K+]>[Fe](Cl)(Cl)Cl.[Cu]Cl.O>[Cl:31][C:8]1[CH:9]=[C:10]([CH:11]=[CH:12][C:7]=1[CH:1]1[CH2:6][CH2:5][CH2:4][CH2:3][CH2:2]1)[NH2:13] |f:3.4|. Reported procedure: A mixture of 1.0 g (5 mmol) of 4-cyclohexyl-nitrobenzene and 0.1 g of iron(III) chloride was heated to 60°. After the cyclohexyl-nitrobenzene had melted chlorine gas was conducted through the well-stirred mixture for 15 minutes. Then, 20 ml of ice-water were added and the mixture was extracted with ether. The ether was distilled off and the residue was dissolved in 60 ml of methanol. Then, the solution was treated with 2.5 g (25 mmol) of copper(I) chloride and portionwise with 1.6 g (29 mmol) of... The reactants are BrC1=CC=2C(=NC(=C(C2)C(C)O)Cl)S1 (1-(2-bromo-6-chlorothieno[2,3-b]pyridin-5-yl)-ethanol), C(C)(=O)OCC (ethyl acetate). Reagents/catalysts: [O-2].[O-2].[Mn+4] (manganese dioxide). Solvent: C1(=CC=CC=C1)C (toluene), hexanes. Conditions: temperature 90 celsius. The product is BrC1=CC=2C(=NC(=C(C2)C(C)=O)Cl)S1 (1-(2-bromo-6-chlorothieno[2,3-b]pyridin-5-yl)ethanone). Reaction SMILES: [Br:1][C:2]1[S:14][C:5]2=[N:6][C:7]([Cl:13])=[C:8]([CH:10]([OH:12])[CH3:11])[CH:9]=[C:4]2[CH:3]=1.C(OCC)(=O)C>C1(C)C=CC=CC=1.[O-2].[O-2].[Mn+4]>[Br:1][C:2]1[S:14][C:5]2=[N:6][C:7]([Cl:13])=[C:8]([C:10](=[O:12])[CH3:11])[CH:9]=[C:4]2[CH:3]=1 |f:3.4.5|. Reported procedure: A 2.2 g (7.5 mmol) portion of 1-(2-bromo-6-chlorothieno[2,3-b]pyridin-5-yl)-ethanol was dissolved in toluene and treated with manganese dioxide (6.5 g, 75 mmol, 10 eq). The mixture was heated to 90° C. overnight, then cooled rt and filtered through Celite™. The filter cake was rinsed with toluene and concentrated to afford crude material. The residue was purifed by column chromatography using ethyl acetate in hexanes to afford 1-(2-bromo-6-chlorothieno[2,3-b]pyridin-5-yl)ethanone. LC/MS (M+1, fo... Starting materials: FC1=C(C=C2C=NN(C2=C1)COCC[Si](C)(C)C)C(O)C1=CN=C2N1N=C(C=C2)C=2C=NN(C2)C ((rac)-[6-fluoro-1-(2-trimethylsilanyl-ethoxymethyl)-1H-indazol-5-yl]-[6-(1-methyl-1H-pyrazol-4-yl)-imidazo[1,2-b]pyridazin-3-yl]-methanol), FC=1C(=CC2=CN(N=C2C1)COCC[Si](C)(C)C)C(O)C1=CN=C2N1N=C(C=C2)C=2C=NN(C2)C ((rac)-[6-fluoro-2-(2-trimethylsilanyl-ethoxymethyl)-2H-indazol-5-yl]-[6-(1-methyl-1H-pyrazol-4-yl)-imidazo[1,2-b]pyridazin-3-yl]-methanol), II (iodine), O[PH2]=O (H3PO2), aqueous solution. Conditions: time 5 minute. Product: FC1=C(C=C2C=NNC2=C1)CC1=CN=C2N1N=C(C=C2)C=2C=NN(C2)C (3-(6-Fluoro-1H-indazol-5-ylmethyl)-6-(1-methyl-1H-pyrazol-4-yl)-imidazo[1,2-b]pyridazine). RXN SMILES: [F:1][C:2]1[CH:10]=[C:9]2[C:5]([CH:6]=[N:7][N:8]2COCC[Si](C)(C)C)=[CH:4][C:3]=1[CH:19]([C:21]1[N:25]2[N:26]=[C:27]([C:30]3[CH:31]=[N:32][N:33]([CH3:35])[CH:34]=3)[CH:28]=[CH:29][C:24]2=[N:23][CH:22]=1)O.FC1C(C(C2N3N=C(C4C=NN(C)C=4)C=CC3=NC=2)O)=CC2C(C=1)=NN(COCC[Si](C)(C)C)C=2.II.O[PH2]=O>>[F:1][C:2]1[CH:10]=[C:9]2[C:5]([CH:6]=[N:7][NH:8]2)=[CH:4][C:3]=1[CH2:19][C:21]1[N:25]2[N:26]=[C:27]([C:30]3[CH:31]=[N:32][N:33]([CH3:35])[CH:34]=3)[CH:28]=[CH:29][C:24]2=[N:23][CH:22]=1. Procedure details: A mixture of (rac)-[6-fluoro-1-(2-trimethylsilanyl-ethoxymethyl)-1H-indazol-5-yl]-[6-(1-methyl-1H-pyrazol-4-yl)-imidazo[1,2-b]pyridazin-3-yl]-methanol and (rac)-[6-fluoro-2-(2-trimethylsilanyl-ethoxymethyl)-2H-indazol-5-yl]-[6-(1-methyl-1H-pyrazol-4-yl)-imidazo[1,2-b]pyridazin-3-yl]-methanol (Stage 164.3, 400 mg, 0.810 mmol), iodine (617 mg, 2.431 mmol) and H3PO2 (1.326 mL of a 50% aqueous solution, 12.16 mmol) were introduced in a microwave tube and the mixture was subjected to MW-irradiation a... Conditions: temperature 80 celsius. Procedure: To a stirred solution of methyl 3-bromo-4,6-dichloropyridine-2-carboxylate (600 mg, 2.1 mmol) in DMF (5 ml) was added TEA (587 μl, 4.21 mmol) followed by N-methyloxan-4-amine (240 mg, 2.1 mmol) and the reaction mixture was heated at 80° C. for 20 h. The reaction mixture was then cooled to room temperature and poured onto water (100 ml), followed by extraction of the product into EtOAc (3×100 ml), washing of the combined organics with brine (50 ml), drying with Na2SO4 and evaporation. The crude p... The yield is 14.4%. The reactants are BrC=1C(=NC(=CC1Cl)Cl)C(=O)OC (methyl 3-bromo-4,6-dichloropyridine-2-carboxylate), TEA, CNC1CCOCC1 (N-methyloxan-4-amine). Run in CN(C)C=O (DMF). Reaction SMILES: [Br:1][C:2]1[C:3]([C:10]([O:12][CH3:13])=[O:11])=[N:4][C:5]([Cl:9])=[CH:6][C:7]=1Cl.[CH3:14][NH:15][CH:16]1[CH2:21][CH2:20][O:19][CH2:18][CH2:17]1>CN(C=O)C>[Br:1][C:2]1[C:3]([C:10]([O:12][CH3:13])=[O:11])=[N:4][C:5]([Cl:9])=[CH:6][C:7]=1[N:15]([CH3:14])[CH:16]1[CH2:21][CH2:20][O:19][CH2:18][CH2:17]1. The product is BrC=1C(=NC(=CC1N(C1CCOCC1)C)Cl)C(=O)OC (methyl 3-bromo-6-chloro-4-[methyl(oxan-4-yl)amino]pyridine-2-carboxylate). Reactants: CC(C)(C)OC(=O)CBr, CCOC(C)=O, [H-], Cc1cccc(CO)c1I, [Na+], CN(C)C=O, O. The product is Cc1cccc(COCC(=O)OC(C)(C)C)c1I. Reaction SMILES: [Br:13][CH2:14][C:15](=[O:16])[O:17][C:18]([CH3:19])([CH3:20])[CH3:21].[CH3:22][CH2:23][O:24][C:25]([CH3:26])=[O:27].[H-:1].[I:3][c:4]1[c:5]([CH2:11][OH:12])[cH:6][cH:7][cH:8][c:9]1[CH3:10].[Na+:2].[O:28]=[CH:29][N:30]([CH3:31])[CH3:32].[OH2:33]>>[I:3][c:4]1[c:5]([CH2:11][O:12][CH2:14][C:15](=[O:16])[O:17][C:18]([CH3:19])([CH3:20])[CH3:21])[cH:6][cH:7][cH:8][c:9]1[CH3:10]. Starting materials: CCO, CN(C)C=O, CSC(C(N)=O)c1cc(Cl)cc(C(=O)c2ccccc2)c1N. Product: NC(=O)Cc1cc(Cl)cc(C(=O)c2ccccc2)c1N. Reaction SMILES: [CH3:23][CH2:24][OH:25].[CH3:26][N:27]([CH3:28])[CH:29]=[O:30].[NH2:1][c:2]1[c:3]([CH:17]([C:18](=[O:19])[NH2:20])[S:21][CH3:22])[cH:4][c:5]([Cl:16])[cH:6][c:7]1[C:8]([c:9]1[cH:10][cH:11][cH:12][cH:13][cH:14]1)=[O:15]>>[NH2:1][c:2]1[c:3]([CH2:17][C:18](=[O:19])[NH2:20])[cH:4][c:5]([Cl:16])[cH:6][c:7]1[C:8]([c:9]1[cH:10][cH:11][cH:12][cH:13][cH:14]1)=[O:15]. The reactants are ice water, C(C)OC(COC1=C(C2=CC=C(C=C2C=C1)C1=CC2=C(S1)C=CC=C2)Cl)=O ((6-benzo[b]thiophen-2-yl-1-chloro-naphthalen-2-yloxy)-acetic acid ethyl ester), C(CCCC)(=O)Cl (valeryl chloride), [Sn](Cl)(Cl)(Cl)Cl (tin (IV) chloride). Run in C(Cl)(Cl)Cl (chloroform), C(Cl)(Cl)Cl (chloroform). Yields the product C(C)OC(COC1=C(C2=CC=C(C=C2C=C1)C1=C(C2=C(S1)C=CC=C2)C(CCCC)=O)Cl)=O ([1-chloro-6-(3-pentanoyl-benzo[b]thiophen-2-yl)-naphthalen-2-yloxy]-acetic acid ethyl ester). Isolated yield 2.1%. Reaction SMILES: [CH2:1]([O:3][C:4](=[O:27])[CH2:5][O:6][C:7]1[CH:16]=[CH:15][C:14]2[C:9](=[CH:10][CH:11]=[C:12]([C:17]3[S:21][C:20]4[CH:22]=[CH:23][CH:24]=[CH:25][C:19]=4[CH:18]=3)[CH:13]=2)[C:8]=1[Cl:26])[CH3:2].[C:28](Cl)(=[O:33])[CH2:29][CH2:30][CH2:31][CH3:32].[Sn](Cl)(Cl)(Cl)Cl>C(Cl)(Cl)Cl>[CH2:1]([O:3][C:4](=[O:27])[CH2:5][O:6][C:7]1[CH:16]=[CH:15][C:14]2[C:9](=[CH:10][CH:11]=[C:12]([C:17]3[S:21][C:20]4[CH:22]=[CH:23][CH:24]=[CH:25][C:19]=4[C:18]=3[C:28](=[O:33])[CH2:29][CH2:30][CH2:31][CH3:32])[CH:13]=2)[C:8]=1[Cl:26])[CH3:2]. Reported procedure: A mixture of yielded (6-benzo[b]thiophen-2-yl-1-chloro-naphthalen-2-yloxy)-acetic acid ethyl ester (2.7 g, 6.8 mmol), valeryl chloride (3.9 mL, 33 mmol) in four portions and tin (IV) chloride (6.4 mL, 56 mmol)in four portions in chloroform (55 mL) was refluxed for five hours. It was then allowed to cool to ambient temperature and poured into ice water. It was diluted with additional chloroform and washed with water and brine. It was then dried with anhydrous magnesium sulfate, filtered and solve... The reactants are [H-].[Na+] (sodium hydride), resultant suspension, CC1=C(CCO)C=CC=C1 (2-methylphenethyl alcohol), S(N)(=O)(=O)Cl (sulfamoyl chloride). Solvent: CN(C)C=O (DMF), CN(C)C=O (DMF). Product: S(N)(OCCC1=C(C=CC=C1)C)(=O)=O (2-Methylphenethyl sulfamate). Yield: 43.0%. RXN SMILES: [CH3:1][C:2]1[CH:10]=[CH:9][CH:8]=[CH:7][C:3]=1[CH2:4][CH2:5][OH:6].[H-].[Na+].[S:13](Cl)(=[O:16])(=[O:15])[NH2:14]>CN(C=O)C>[S:13](=[O:16])(=[O:15])([O:6][CH2:5][CH2:4][C:3]1[CH:7]=[CH:8][CH:9]=[CH:10][C:2]=1[CH3:1])[NH2:14] |f:1.2|. Reported procedure: A mixture of 2.65 g (0.019 mole) of 2-methylphenethyl alcohol in 10 ml DMF was added dropwise to a suspension of sodium hydride (1.1 g, 60% in oil; 0.08 mole) in 35 ml DMF at 0°-5° C. The suspension was stirred for 20 min under argon after which sulfamoyl chloride (2.86 g, 0.02 mole) was added portion wise at 0°-5° C. After stirring for 20 min the resultant suspension was poured into ice and extracted twice with Et2O. The combined organic phases were washed with saturated brine, dried over potas... Starting materials: CCOC(=O)CSc1nc(Cl)cc(NN)n1, CC(=O)O, O=Cc1ccc(Cl)cc1. Yields the product CCOC(=O)CSc1nc(Cl)cc(NN=Cc2ccc(Cl)cc2)n1. Reaction SMILES: [CH2:10]([CH3:11])[O:12][C:13]([CH2:14][S:15][c:16]1[n:17][c:18]([NH:23][NH2:24])[cH:19][c:20]([Cl:22])[n:21]1)=[O:25].[CH3:26][C:27](=[O:28])[OH:29].[Cl:1][c:2]1[cH:3][cH:4][c:5]([CH:6]=[O:7])[cH:8][cH:9]1>>[Cl:1][c:2]1[cH:3][cH:4][c:5]([CH:6]=[N:24][NH:23][c:18]2[n:17][c:16]([S:15][CH2:14][C:13]([O:12][CH2:10][CH3:11])=[O:25])[n:21][c:20]([Cl:22])[cH:19]2)[cH:8][cH:9]1. Run at time 8 hour. Yields the product C(C)(C)C(C(=O)OCC1=CC(=CC=C1)C(=O)C1=CC=CC=C1)C=CC1=CC=CC=C1 (m-phenylcarbonylbenzyl 2-isopropyl-4-phenyl-3-butenoate). Procedure: To a mixture of 2-isopropyl-4-phenyl-3-butenoic acid (0.22 g, 1.07 mmol), 2 ml DMF, 3 ml THF and potassium carbonate (0.23 g, 1.66 mmol) is added m-phenylcarbonylbenzyl bromide (0.33 g, 1.2 mmol). The reaction mixture is stirred overnight at RT and then ether/water is added. The ether phase is washed with 5% NaOH, water and brine, dried over sodium sulfate and concentrated under vacuum. The crude product is plated on silica gel plates eluting with 10% ether/hexane to yield m-phenylcarbonylbenzyl... The reactants are C1(=CC=CC=C1)C(=O)C=1C=C(CBr)C=CC1 (m-phenylcarbonylbenzyl bromide), C(C)(C)C(C(=O)O)C=CC1=CC=CC=C1 (2-isopropyl-4-phenyl-3-butenoic acid), CN(C)C=O (DMF), C([O-])([O-])=O.[K+].[K+] (potassium carbonate). RXN SMILES: [CH:1]([CH:4]([CH:8]=[CH:9][C:10]1[CH:15]=[CH:14][CH:13]=[CH:12][CH:11]=1)[C:5]([OH:7])=[O:6])([CH3:3])[CH3:2].CN(C=O)C.C(=O)([O-])[O-].[K+].[K+].[C:27]1([C:33]([C:35]2[CH:36]=[C:37]([CH:40]=[CH:41][CH:42]=2)[CH2:38]Br)=[O:34])[CH:32]=[CH:31][CH:30]=[CH:29][CH:28]=1>CCOCC.O.C1COCC1>[CH:1]([CH:4]([CH:8]=[CH:9][C:10]1[CH:11]=[CH:12][CH:13]=[CH:14][CH:15]=1)[C:5]([O:7][CH2:38][C:37]1[CH:40]=[CH:41][CH:42]=[C:35]([C:33]([C:27]2[CH:32]=[CH:31][CH:30]=[CH:29][CH:28]=2)=[O:34])[CH:36]=1)=[O:6])([CH3:3])[CH3:2] |f:2.3.4,6.7|. The solvent is CCOCC.O (ether water), C1CCOC1 (THF).